From a dataset of the Open Reaction Database (ORD), a public repository of structured organic reaction records. describe an organic reaction: reactants, conditions, products, and yield The reactants are O (H2O), BrCC1=CC=C(C=C1)C(=O)NC1=C(C=CC(=C1)C=1SC=CC1)NC(OC(C)(C)C)=O (1,1-dimethylethyl [2-({[4-(bromomethyl)phenyl]carbonyl}amino)-4-(2-thienyl)phenyl]carbamate), C(C(=O)O)(=O)O.NCP(OCC)(OCC)=O (diethyl (aminomethyl)phosphonate oxalate), CCN(C(C)C)C(C)C (DIPEA). Run in CN(C)C=O (DMF). The product is CC(C)(C)OC(=O)NC1=C(C=C(C=C1)C=1SC=CC1)NC(=O)C1=CC=C(C=C1)CNCP(OCC)(OCC)=O (diethyl [({[4-({[2-({[(1,1-dimethylethyl)oxy]carbonyl}amino)-5-(2-thienyl)phenyl]amino}carbonyl)phenyl]methyl}amino)methyl)phosphonate). Reaction SMILES: Br[CH2:2][C:3]1[CH:8]=[CH:7][C:6]([C:9]([NH:11][C:12]2[CH:17]=[C:16]([C:18]3[S:19][CH:20]=[CH:21][CH:22]=3)[CH:15]=[CH:14][C:13]=2[NH:23][C:24](=[O:30])[O:25][C:26]([CH3:29])([CH3:28])[CH3:27])=[O:10])=[CH:5][CH:4]=1.C(O)(=O)C(O)=O.[NH2:37][CH2:38][P:39](=[O:46])([O:43][CH2:44][CH3:45])[O:40][CH2:41][CH3:42].CCN(C(C)C)C(C)C.O>CN(C=O)C>[CH3:29][C:26]([O:25][C:24]([NH:23][C:13]1[CH:14]=[CH:15][C:16]([C:18]2[S:19][CH:20]=[CH:21][CH:22]=2)=[CH:17][C:12]=1[NH:11][C:9]([C:6]1[CH:5]=[CH:4][C:3]([CH2:2][NH:37][CH2:38][P:39](=[O:46])([O:43][CH2:44][CH3:45])[O:40][CH2:41][CH3:42])=[CH:8][CH:7]=1)=[O:10])=[O:30])([CH3:27])[CH3:28] |f:1.2|. Reported procedure: 1,1-dimethylethyl [2-({[4-(bromomethyl)phenyl]carbonyl}amino)-4-(2-thienyl)phenyl]carbamate (500 mg, 1.026 mmol), diethyl (aminomethyl)phosphonate oxalate (791 mg, 3.08 mmol), and DIPEA (1.254 mL, 7.18 mmol) were stirred in DMF (6 mL) at 50° C. overnight. Room temperature was attained, H2O: was added and the products extracted into EtOAc (×2). The combined organic extracts were washed with brine, dried over MgSO4 and concentrated in vacuo. Purification of the residue by MPLC (0-10% MeOH-EtOAc) g...